From a dataset of the Open Reaction Database (ORD), a public repository of structured organic reaction records. describe an organic reaction: reactants, conditions, products, and yield Starting materials: C(C)OC(C(CSC(C)=O)CC=1C=NC(=CC1)NC(=O)OC(C)(C)C)=O (3-Acetylsulfanyl-2-(6-tert-butoxycarbonylamino-pyridin-3-ylmethyl)-propionic acid ethyl ester). The solvent is C(C)O (ethanol), N (NH3). Reaction conditions: time 160 minute. The product is C(C)OC(C(CSSCC(CC=1C=NC(=CC1)NC(=O)OC(C)(C)C)C(=O)OCC)CC=1C=NC(=CC1)NC(=O)OC(C)(C)C)=O (3-[3-(6-tert-butoxycarbonylamino-pyridin-3-yl)-2-ethoxycarbonyl-propyldisulfanyl]-2-(6-tert-butoxycarbonylamino-pyridin-3-ylmethyl)-propionic acid ethyl ester). Isolated yield 97.7%. As a reaction SMILES: [CH2:1]([O:3][C:4](=[O:26])[CH:5]([CH2:11][C:12]1[CH:13]=[N:14][C:15]([NH:18][C:19]([O:21][C:22]([CH3:25])([CH3:24])[CH3:23])=[O:20])=[CH:16][CH:17]=1)[CH2:6][S:7]C(=O)C)[CH3:2]>C(O)C.N>[CH2:1]([O:3][C:4](=[O:26])[CH:5]([CH2:11][C:12]1[CH:13]=[N:14][C:15]([NH:18][C:19]([O:21][C:22]([CH3:23])([CH3:24])[CH3:25])=[O:20])=[CH:16][CH:17]=1)[CH2:6][S:7][S:7][CH2:6][CH:5]([C:4]([O:3][CH2:1][CH3:2])=[O:26])[CH2:11][C:12]1[CH:13]=[N:14][C:15]([NH:18][C:19]([O:21][C:22]([CH3:23])([CH3:24])[CH3:25])=[O:20])=[CH:16][CH:17]=1)[CH3:2]. Procedure details: 3-Acetylsulfanyl-2-(6-tert-butoxycarbonylamino-pyridin-3-ylmethyl)-propionic acid ethyl ester (150 mg, 0.392 mmol) was dissolved in ethanol (15 mL) saturated with NH3 (g). After stirring for 160 min., the mixture was concentrated under reduced pressure. The residue was dissolved in EtOH (10 mL) whereafter a solution of 12 in EtOH (0.5 M, 0.784 mL) was added. The reaction was stirred for 30 min. at room temperature, then diluted with CH2Cl2, washed with saturated aqueous Na2S2O5 and saturated aqu... The reactants are N1=CC=C(C=C1)C1=C(C=CC=C1)C1CCCCC(N1CC1=CC(=CC=C1)C=1SC=CN1)=O (7-(2-(pyridin-4-yl)phenyl)-1-(3-(thiazol-2-yl)benzyl)azepan-2-one), C(CCC)[Sn](C1=CN=CS1)(CCCC)CCCC (5-(tributylstannyl)thiazole), O (water), CCOC(=O)C (AcOEt). Reagents/catalysts: Cl[Pd]([P](C1=CC=CC=C1)(C2=CC=CC=C2)C3=CC=CC=C3)([P](C4=CC=CC=C4)(C5=CC=CC=C5)C6=CC=CC=C6)Cl (PdCl2(PPh3)2). Run in C1CCOC1 (THF). Run at temperature 75 celsius. Yields the product S1C(=NC=C1)C=1C=C(CN2C(CCCCC2C2=C(C=CC=C2)C2=CN=CS2)=O)C=CC1 (1-(3-(thiazol-2-yl)benzyl)-7-(2-(thiazol-5-yl)phenyl)azepan-2-one). As a reaction SMILES: N1C=CC([C:7]2[CH:12]=[CH:11][CH:10]=[CH:9][C:8]=2[CH:13]2[N:19]([CH2:20][C:21]3[CH:26]=[CH:25][CH:24]=[C:23]([C:27]4[S:28][CH:29]=[CH:30][N:31]=4)[CH:22]=3)[C:18](=[O:32])[CH2:17][CH2:16][CH2:15][CH2:14]2)=CC=1.C([Sn](CCCC)(CCCC)[C:38]1[S:42][CH:41]=[N:40][CH:39]=1)CCC.O.CCOC(C)=O>C1COCC1.Cl[Pd](Cl)([P](C1C=CC=CC=1)(C1C=CC=CC=1)C1C=CC=CC=1)[P](C1C=CC=CC=1)(C1C=CC=CC=1)C1C=CC=CC=1>[S:28]1[CH:29]=[CH:30][N:31]=[C:27]1[C:23]1[CH:22]=[C:21]([CH:26]=[CH:25][CH:24]=1)[CH2:20][N:19]1[CH:13]([C:8]2[CH:9]=[CH:10][CH:11]=[CH:12][C:7]=2[C:38]2[S:42][CH:41]=[N:40][CH:39]=2)[CH2:14][CH2:15][CH2:16][CH2:17][C:18]1=[O:32] |^1:65,84|. Procedure details: A mixture of 7-(2-bromophenyl)-1-(3-(thiazol-2-yl)benzyl)azepan-2-one (preparation described in example 450; 50 mg; 0.11 mmol), commercially available 5-(tributylstannyl)thiazole (51 mg; 0.13 mmol), and PdCl2(PPh3)2 (8 mg; 0.011 mmol) in THF (1 ml) was heated to 75° C., under nitrogen, for 17 h. After cooling to rt, water and AcOEt were added. The separated aq. layer was further extracted with AcOEt. The mixed organic layers were washed with brine, dried over anh. MgSO4, filtered, and concentrat... Starting materials: C(#N)P(OCC)(OCC)=O (Diethyl cyanophosphonate), FC=1C=C(C=CC1)[C@@H]1N[C@@H](CCC1)C=C ((2R*,6S*)-2-(3-fluorophenyl)-6-vinylpiperidine), C(=C)CC(=O)O (vinylacetic acid), Cl (hydrochloric acid). The solvent is CN(C)C=O (DMF), C(C)N(CC)CC (triethylamine), C(C)(=O)OCC (Ethyl acetate). Conditions: time 27 hour. Product: FC=1C=C(C=CC1)[C@@H]1N([C@@H](CCC1)C=C)C(CC=C)=O (1-[(2R*,6S*)-2-(3-fluorophenyl)-6-vinylpiperidin-1-yl]-3-buten-1-one). Reaction SMILES: C(P(=O)(OCC)OCC)#N.[F:11][C:12]1[CH:13]=[C:14]([C@H:18]2[CH2:23][CH2:22][CH2:21][C@@H:20]([CH:24]=[CH2:25])[NH:19]2)[CH:15]=[CH:16][CH:17]=1.[CH:26]([CH2:28][C:29](O)=[O:30])=[CH2:27].Cl>CN(C=O)C.C(OCC)(=O)C.C(N(CC)CC)C>[F:11][C:12]1[CH:13]=[C:14]([C@H:18]2[CH2:23][CH2:22][CH2:21][C@@H:20]([CH:24]=[CH2:25])[N:19]2[C:29](=[O:30])[CH2:28][CH:26]=[CH2:27])[CH:15]=[CH:16][CH:17]=1. Reported procedure: Diethyl cyanophosphonate (1.78 mL) was added to a solution of (2R*,6S*)-2-(3-fluorophenyl)-6-vinylpiperidine (748 mg), vinylacetic acid (0.96 mL), and triethylamine (3.1 mL) in DMF (15 mL) at room temperature, and the reaction solution was stirred at room temperature for 27 hours. Ethyl acetate and 1 N hydrochloric acid were added to the reaction solution, and the organic layer was separated. The resulting organic layer was sequentially washed with saturated sodium bicarbonate water and brine, d... Starting materials: NC=1N(OC(C1)=O)C (3-amino-2-methyl-5(2H)-isoxazolone), FC1=C(C=C(C=O)C=C1)I (4-fluoro-3-iodobenzaldehyde), O1CC(CC(C1)=O)=O (2H-pyran-3,5(4H,6H)-dione). Solvent: C(C)O (ethyl alcohol). The product is FC1=C(C=C(C=C1)C1C2=C(NC3=C1C(COC3)=O)N(OC2=O)C)I (4-(4-fluoro-3-iodophenyl)-1-methyl-4,9-dihydro-1H-isoxazolo[3,4-b]pyrano[4,3-e]pyridine-3,5(6H,8H)-dione). Yield: 9.0%. RXN SMILES: [NH2:1][C:2]1[N:3]([CH3:8])[O:4][C:5](=[O:7])[CH:6]=1.[F:9][C:10]1[CH:17]=[CH:16][C:13]([CH:14]=O)=[CH:12][C:11]=1[I:18].[O:19]1[CH2:24][C:23](=O)[CH2:22][C:21](=[O:26])[CH2:20]1>C(O)C>[F:9][C:10]1[CH:17]=[CH:16][C:13]([CH:14]2[C:22]3[C:21](=[O:26])[CH2:20][O:19][CH2:24][C:23]=3[NH:1][C:2]3[N:3]([CH3:8])[O:4][C:5](=[O:7])[C:6]2=3)=[CH:12][C:11]=1[I:18]. Reported procedure: The product from Example 45A (0.086 g, 0.75 mmol), the product from Example 12C (0.19 g, 0.75 mmol) and 2H-pyran-3,5(4H,6H)-dione (0.085 g, 0.75 mmol) in ethyl alcohol (2 mL) were heated at 80° C. for 2 days in a sealed tube. The reaction mixture was allowed to cool to ambient temperature and was evaporated under reduced pressure. The residue was chromatographed eluting with 5% methanol/methylene chloride to provide the title compound (0.03 g). 1H NMR (300 MHz, DMSO-d6) δ 3.23 (s, 3H), 4.06 (s, ...